Dataset: the Open Reaction Database (ORD), a public repository of structured organic reaction records. Task: describe an organic reaction: reactants, conditions, products, and yield Starting materials: ClC1=C(C=CC=C1)C1=NCC(NC2=C1C=C(C(=C2)OCCOC)F)=S (5-(2-chlorophenyl)-1,3-dihydro-7-fluoro-8-methoxyethoxy-2H-1,4-benzodiazepin-2-thione), COC(C)(N(C)C)OC (1,1-dimethoxy-N,N-dimethyl-ethanamine), NN (hydrazine). Product: ClC1=C(C=CC=C1)C1=NC=2C(=NC3=C1C=C(C(=C3)OCCOC)F)NNC2C (5-(2-chlorophenyl)-1,2-dihydro-7-fluoro-8-methoxyethoxy-3-methyl-pyrazolo[3,4-b][1,4]benzodiazepine). RXN SMILES: [Cl:1][C:2]1[CH:7]=[CH:6][CH:5]=[CH:4][C:3]=1[C:8]1[C:14]2[CH:15]=[C:16]([F:24])[C:17]([O:19][CH2:20][CH2:21][O:22][CH3:23])=[CH:18][C:13]=2[NH:12][C:11](=S)[CH2:10][N:9]=1.CO[C:28](OC)([N:30](C)C)[CH3:29].[NH2:35]N>>[Cl:1][C:2]1[CH:7]=[CH:6][CH:5]=[CH:4][C:3]=1[C:8]1[C:14]2[CH:15]=[C:16]([F:24])[C:17]([O:19][CH2:20][CH2:21][O:22][CH3:23])=[CH:18][C:13]=2[N:12]=[C:11]2[NH:35][NH:30][C:28]([CH3:29])=[C:10]2[N:9]=1. Procedure details: 5-(2-chlorophenyl)-1,2-dihydro-7-fluoro-8-methoxyethoxy-3-methyl-pyrazolo[3,4-b][1,4]benzodiazepine (IVf) was prepared by reacting 0.0026 moles of 5-(2-chlorophenyl)-1,3-dihydro-7-fluoro-8-methoxyethoxy-2H-1,4-benzodiazepin-2-thione (IIf) with 1,1-dimethoxy-N,N-dimethyl-ethanamine and then hydrazine in a manner analogous to Example 55. The reactants are OBO, CS(=O)(=O)Oc1ccc2c(C(=O)c3ccc(OCCN4CCCCC4)cc3)c(OS(=O)(=O)C(F)(F)F)ccc2c1, CSc1ccc(F)cc1F, [Na+], [Na+], O=C([O-])[O-], c1ccc(P(c2ccccc2)(c2ccccc2)[Pd](P(c2ccccc2)(c2ccccc2)c2ccccc2)(P(c2ccccc2)(c2ccccc2)c2ccccc2)P(c2ccccc2)(c2ccccc2)c2ccccc2)cc1. Yields the product CSc1c(F)cc(F)cc1-c1ccc2cc(OS(C)(=O)=O)ccc2c1C(=O)c1ccc(OCCN2CCCCC2)cc1. As a reaction SMILES: [BH:41]([OH:42])[OH:43].[CH3:1][S:2](=[O:3])(=[O:4])[O:5][c:6]1[cH:7][c:8]2[cH:9][cH:10][c:11]([O:33][S:34]([C:35]([F:36])([F:37])[F:38])(=[O:39])=[O:40])[c:12]([C:16]([c:17]3[cH:18][cH:19][c:20]([O:23][CH2:24][CH2:25][N:26]4[CH2:27][CH2:28][CH2:29][CH2:30][CH2:31]4)[cH:21][cH:22]3)=[O:32])[c:13]2[cH:14][cH:15]1.[F:44][c:45]1[c:46]([S:52][CH3:53])[cH:47][cH:48][c:49]([F:51])[cH:50]1.[Na+:131].[Na+:132].[O-:133][C:134](=[O:135])[O-:136].[cH:54]1[cH:55][cH:56][c:57]([P:58]([Pd:59]([P:60]([c:61]2[cH:62][cH:63][cH:64][cH:65][cH:66]2)([c:67]2[cH:68][cH:69][cH:70][cH:71][cH:72]2)[c:73]2[cH:74][cH:75][cH:76][cH:77][cH:78]2)([P:79]([c:80]2[cH:81][cH:82][cH:83][cH:84][cH:85]2)([c:86]2[cH:87][cH:88][cH:89][cH:90][cH:91]2)[c:92]2[cH:93][cH:94][cH:95][cH:96][cH:97]2)[P:98]([c:99]2[cH:100][cH:101][cH:102][cH:103][cH:104]2)([c:105]2[cH:106][cH:107][cH:108][cH:109][cH:110]2)[c:111]2[cH:112][cH:113][cH:114][cH:115][cH:116]2)([c:117]2[cH:118][cH:119][cH:120][cH:121][cH:122]2)[c:123]2[cH:124][cH:125][cH:126][cH:127][cH:128]2)[cH:129][cH:130]1>>[CH3:1][S:2](=[O:3])(=[O:4])[O:5][c:6]1[cH:7][c:8]2[cH:9][cH:10][c:11](-[c:47]3[c:46]([S:52][CH3:53])[c:45]([F:44])[cH:50][c:49]([F:51])[cH:48]3)[c:12]([C:16]([c:17]3[cH:18][cH:19][c:20]([O:23][CH2:24][CH2:25][N:26]4[CH2:27][CH2:28][CH2:29][CH2:30][CH2:31]4)[cH:21][cH:22]3)=[O:32])[c:13]2[cH:14][cH:15]1. The reactants are ClC(Cl)(Cl)Cl, CCCCCCCCC(=O)O, [Cl-], O=C(O)c1ccc(O)c(Cl)c1, c1ccncc1. Product: CCCCCCCCC(=O)Oc1ccc(C(=O)O)cc1Cl. Reaction SMILES: [C:12]([Cl:13])([Cl:14])([Cl:15])[Cl:16].[C:18]([CH2:19][CH2:20][CH2:21][CH2:22][CH2:23][CH2:24][CH2:25][CH3:26])(=[O:27])[OH:28].[Cl-:17].[Cl:1][c:2]1[cH:3][c:4]([C:5](=[O:6])[OH:7])[cH:8][cH:9][c:10]1[OH:11].[cH:29]1[cH:30][cH:31][n:32][cH:33][cH:34]1>>[Cl:1][c:2]1[cH:3][c:4]([C:5](=[O:6])[OH:7])[cH:8][cH:9][c:10]1[O:11][C:18]([CH2:19][CH2:20][CH2:21][CH2:22][CH2:23][CH2:24][CH2:25][CH3:26])=[O:27]. Reactants: 115, ClC1=C(C=C)C=CC=C1 (o-chlorostyrene), ClCCC1=CC=CC=C1 (o-chloroethylbenzene), 89, P(O)(O)(O)=O (phosphoric acid), 90, C=CC1=CC=CC=C1 (styrene), ClC1=C(C=C)C=CC=C1 (o-chlorostyrene), ClCCC1=CC=CC=C1 (o-chloroethylbenzene). The product is CC1CC(C2=CC=CC=C12)C1=CC=CC=C1 (1-methyl-3-phenylindan), 1-methyl-3-(o-chloro)-phenyl-7-chloroindan. As a reaction SMILES: Cl[C:2]1[CH:9]=[CH:8][CH:7]=[CH:6][C:3]=1[CH:4]=[CH2:5].Cl[CH2:11][CH2:12][C:13]1[CH:18]=[CH:17][CH:16]=[CH:15][CH:14]=1.P(=O)(O)(O)O.C=CC1C=CC=CC=1>>[CH3:11][CH:12]1[C:13]2[C:18](=[CH:17][CH:16]=[CH:15][CH:14]=2)[CH:4]([C:3]2[CH:6]=[CH:7][CH:8]=[CH:9][CH:2]=2)[CH2:5]1. Reported procedure: A mixture of 115 parts of o-chlorostyrene and 35 parts of o-chloroethylbenzene is added to 652 parts of 89 per cent strength by weight aqueous phosphoric acid at 40° to 45° C whilst stirring vigorously. A mixture of 90 parts of styrene, 115 parts of o-chlorostyrene and 35 parts of o-chloroethylbenzene is added to the resulting emulsion at a temperature of 40° to 45° C over 5 hours. After completion of the addition, the mixture is stirred for a further 2 hours at 40° to 45° C. The organic phase i... The solvent is O1CCOCC1 (dioxane). Procedure details: Tetrakis(triphenylphosphine)palladium(0) (340 mg, 0.29 mmol, 0.050 equiv) was added to a deoxygenated mixture of tert-butyl 4-iodopyridin-2-ylcarbamate (1-1, 1.87 g, 5.84 mmol, 1 equiv), phenyl boronic acid (1.07 g, 8.76 mmol, 1.50 equiv), and aqueous saturated sodium carbonate solution (2.0 M, 8.8 mL, 18 mmol, 3.0 equiv) in dioxane (50 mL), and the resulting mixture was heated at reflux for 18 h. The reaction mixture was cooled then concentrated. The residue was partitioned between half-saturat... The product is C1(=CC=CC=C1)C1=CC(=NC=C1)NC(OC(C)(C)C)=O (tert-butyl 4-phenylpyridin-2-ylcarbamate). The reactants are IC1=CC(=NC=C1)NC(OC(C)(C)C)=O (tert-butyl 4-iodopyridin-2-ylcarbamate), C1(=CC=CC=C1)B(O)O (phenyl boronic acid), C([O-])([O-])=O.[Na+].[Na+] (sodium carbonate). RXN SMILES: I[C:2]1[CH:7]=[CH:6][N:5]=[C:4]([NH:8][C:9](=[O:15])[O:10][C:11]([CH3:14])([CH3:13])[CH3:12])[CH:3]=1.[C:16]1(B(O)O)[CH:21]=[CH:20][CH:19]=[CH:18][CH:17]=1.C(=O)([O-])[O-].[Na+].[Na+]>O1CCOCC1.C1C=CC([P]([Pd]([P](C2C=CC=CC=2)(C2C=CC=CC=2)C2C=CC=CC=2)([P](C2C=CC=CC=2)(C2C=CC=CC=2)C2C=CC=CC=2)[P](C2C=CC=CC=2)(C2C=CC=CC=2)C2C=CC=CC=2)(C2C=CC=CC=2)C2C=CC=CC=2)=CC=1>[C:16]1([C:2]2[CH:7]=[CH:6][N:5]=[C:4]([NH:8][C:9](=[O:15])[O:10][C:11]([CH3:14])([CH3:13])[CH3:12])[CH:3]=2)[CH:21]=[CH:20][CH:19]=[CH:18][CH:17]=1 |f:2.3.4,^1:40,42,61,80|. Reagents/catalysts: C=1C=CC(=CC1)[P](C=2C=CC=CC2)(C=3C=CC=CC3)[Pd]([P](C=4C=CC=CC4)(C=5C=CC=CC5)C=6C=CC=CC6)([P](C=7C=CC=CC7)(C=8C=CC=CC8)C=9C=CC=CC9)[P](C=1C=CC=CC1)(C=1C=CC=CC1)C=1C=CC=CC1 (Tetrakis(triphenylphosphine)palladium(0)). Reactants: CC(C)(C)C(O)C(C)(C)C, CC#N, [Li]C(C)CC, C=C(C)[N+](=O)[O-], C1CCOC1. Yields the product CC(COC(C(C)(C)C)C(C)(C)C)[N+](=O)[O-]. RXN SMILES: [C:1]([CH3:2])([CH3:3])([CH3:4])[CH:5]([OH:6])[C:7]([CH3:8])([CH3:9])[CH3:10].[CH3:27][C:28]#[N:29].[CH:16]([Li:17])([CH2:18][CH3:19])[CH3:20].[N+:21](=[O:22])([O-:23])[C:24](=[CH2:25])[CH3:26].[O:11]1[CH2:12][CH2:13][CH2:14][CH2:15]1>>[C:1]([CH3:2])([CH3:3])([CH3:4])[CH:5]([O:6][CH2:25][CH:24]([N+:21](=[O:22])[O-:23])[CH3:26])[C:7]([CH3:8])([CH3:9])[CH3:10]. The reactants are CCCCN, C#CCCN1CCC(Cc2ccc(Cl)cc2)CC1, Nc1ccc(I)cc1F, c1ccc(P(c2ccccc2)(c2ccccc2)[Pd](P(c2ccccc2)(c2ccccc2)c2ccccc2)(P(c2ccccc2)(c2ccccc2)c2ccccc2)P(c2ccccc2)(c2ccccc2)c2ccccc2)cc1. The product is Nc1ccc(C#CCCN2CCC(Cc3ccc(Cl)cc3)CC2)cc1F. As a reaction SMILES: [CH2:28]([NH2:29])[CH2:30][CH2:31][CH3:32].[Cl:1][c:2]1[cH:3][cH:4][c:5]([CH2:6][CH:7]2[CH2:8][CH2:9][N:10]([CH2:13][CH2:14][C:15]#[CH:16])[CH2:11][CH2:12]2)[cH:17][cH:18]1.[F:19][c:20]1[c:21]([NH2:22])[cH:23][cH:24][c:25]([I:27])[cH:26]1.[cH:33]1[cH:34][cH:35][c:36]([P:37]([Pd:38]([P:39]([c:40]2[cH:41][cH:42][cH:43][cH:44][cH:45]2)([c:46]2[cH:47][cH:48][cH:49][cH:50][cH:51]2)[c:52]2[cH:53][cH:54][cH:55][cH:56][cH:57]2)([P:58]([c:59]2[cH:60][cH:61][cH:62][cH:63][cH:64]2)([c:65]2[cH:66][cH:67][cH:68][cH:69][cH:70]2)[c:71]2[cH:72][cH:73][cH:74][cH:75][cH:76]2)[P:77]([c:78]2[cH:79][cH:80][cH:81][cH:82][cH:83]2)([c:84]2[cH:85][cH:86][cH:87][cH:88][cH:89]2)[c:90]2[cH:91][cH:92][cH:93][cH:94][cH:95]2)([c:96]2[cH:97][cH:98][cH:99][cH:100][cH:101]2)[c:102]2[cH:103][cH:104][cH:105][cH:106][cH:107]2)[cH:108][cH:109]1>>[Cl:1][c:2]1[cH:3][cH:4][c:5]([CH2:6][CH:7]2[CH2:8][CH2:9][N:10]([CH2:13][CH2:14][C:15]#[C:16][c:25]3[cH:24][cH:23][c:21]([NH2:22])[c:20]([F:19])[cH:26]3)[CH2:11][CH2:12]2)[cH:17][cH:18]1. Reactants: Cl.O\N=C(/C(=O)OCC)\C=1N=C(SC1)NC(C1=CC=CC=C1)(C1=CC=CC=C1)C1=CC=CC=C1 (Ethyl (Z)-2-hydroxyimino-2-(2-tritylaminothiazol-4-yl)acetate, hydrochloride salt), C1(CC1)CBr (cyclopropylmethyl bromide), C([O-])([O-])=O.[K+].[K+] (potassium carbonate). Solvent: CS(=O)C (dimethylsulphoxide). Procedure details: Ethyl (Z)-2-hydroxyimino-2-(2-tritylaminothiazol-4-yl)acetate, hydrochloride salt (30 g) was stirred with cyclopropylmethyl bromide (13.5 g) in dimethylsulphoxide (150 ml) containing potassium carbonate (30 g) under nitrogen at 21° for 7 hours. The mixture was partitioned between methylene chloride and water. The aqueous layer was extracted with more methylene chloride and the combined organic solutions were washed with water. After drying with magnesium sulphate, the solution was concentrated a... The yield is 67.3%. RXN SMILES: Cl.[OH:2]/[N:3]=[C:4](/[C:10]1[N:11]=[C:12]([NH:15][C:16]([C:29]2[CH:34]=[CH:33][CH:32]=[CH:31][CH:30]=2)([C:23]2[CH:28]=[CH:27][CH:26]=[CH:25][CH:24]=2)[C:17]2[CH:22]=[CH:21][CH:20]=[CH:19][CH:18]=2)[S:13][CH:14]=1)\[C:5]([O:7][CH2:8][CH3:9])=[O:6].[CH:35]1([CH2:38]Br)[CH2:37][CH2:36]1.C(=O)([O-])[O-].[K+].[K+]>CS(C)=O>[CH:35]1([CH2:38][O:2]/[N:3]=[C:4](/[C:10]2[N:11]=[C:12]([NH:15][C:16]([C:29]3[CH:30]=[CH:31][CH:32]=[CH:33][CH:34]=3)([C:23]3[CH:24]=[CH:25][CH:26]=[CH:27][CH:28]=3)[C:17]3[CH:22]=[CH:21][CH:20]=[CH:19][CH:18]=3)[S:13][CH:14]=2)\[C:5]([O:7][CH2:8][CH3:9])=[O:6])[CH2:37][CH2:36]1 |f:0.1,3.4.5|. Product: C1(CC1)CO\N=C(/C(=O)OCC)\C=1N=C(SC1)NC(C1=CC=CC=C1)(C1=CC=CC=C1)C1=CC=CC=C1 (Ethyl (Z)-2-Cyclopropylmethoxyimino-2-(2-tritylaminothiazol-4-yl)acetate).